Dataset: the Open Reaction Database (ORD), a public repository of structured organic reaction records. Task: describe an organic reaction: reactants, conditions, products, and yield The reactants are CO (MeOH), C(CC(O)(C(=O)O)CC(=O)O)(=O)O (Citric acid), C(C)OC(=O)C12NC(C3CC(CN3C(N(CCCCCC=CC2C1)CC1=CC=C(C=C1)OC)=O)OC1=NC(=NC(=C1)C1=CC=CC=C1)OC)=O (14-(4-Methoxy-benzyl)-18-(2-methoxy-6-phenyl-pyrimidin-4-yloxy)-2,15-dioxo-3,14,16-triaza-tricyclo[14.3.0.0*4,6*]nonadec-7-ene-4-carboxylic acid ethyl ester), [Li+].[OH-] (LiOH). Run in O (H2O), C1CCOC1 (THF), C(Cl)Cl (DCM). Product: COC1=CC=C(CN2CCCCCC=CC3CC3(NC(C3CC(CN3C2=O)OC2=NC(=NC(=C2)C2=CC=CC=C2)OC)=O)C(=O)O)C=C1 (14-(4-Methoxybenzyl)-18-(2-methoxy-6-phenylpyrimidin-4-yloxy)-2,15-dioxo-3,14,16-triaza-tricyclo[14.3.0.0*4,6*]nonadec-7-ene-4-carboxylic acid). Reaction SMILES: C([O:3][C:4]([C:6]12[CH2:24][CH:23]1[CH:22]=[CH:21][CH2:20][CH2:19][CH2:18][CH2:17][CH2:16][N:15]([CH2:25][C:26]1[CH:31]=[CH:30][C:29]([O:32][CH3:33])=[CH:28][CH:27]=1)[C:14](=[O:34])[N:13]1[CH:9]([CH2:10][CH:11]([O:35][C:36]3[CH:41]=[C:40]([C:42]4[CH:47]=[CH:46][CH:45]=[CH:44][CH:43]=4)[N:39]=[C:38]([O:48][CH3:49])[N:37]=3)[CH2:12]1)[C:8](=[O:50])[NH:7]2)=[O:5])C.CO.[Li+].[OH-].C(O)(=O)CC(CC(O)=O)(C(O)=O)O>C1COCC1.C(Cl)Cl.O>[CH3:33][O:32][C:29]1[CH:30]=[CH:31][C:26]([CH2:25][N:15]2[C:14](=[O:34])[N:13]3[CH:9]([CH2:10][CH:11]([O:35][C:36]4[CH:41]=[C:40]([C:42]5[CH:47]=[CH:46][CH:45]=[CH:44][CH:43]=5)[N:39]=[C:38]([O:48][CH3:49])[N:37]=4)[CH2:12]3)[C:8](=[O:50])[NH:7][C:6]3([C:4]([OH:5])=[O:3])[CH:23]([CH2:24]3)[CH:22]=[CH:21][CH2:20][CH2:19][CH2:18][CH2:17][CH2:16]2)=[CH:27][CH:28]=1 |f:2.3|. Procedure details: Compound 2c (0.680 mg, 0.996 mmol) was dissolved in a 2:1:1 mixture of THF:MeOH:H2O (144 ml). LiOH (1 M, 10 ml) was added and the reaction mixture was stirred at RT over night. 5% Citric acid was added, followed by DCM. The organic layer was separated, dried (MgSO4), filtered and evaporated. The residue was purified by column chromatography, DCM: MeOH 9:1 which the title compound (380 mg, 58%), MS (M+H)+656. The reactants are CC(=O)Oc1ccc(-c2nc(-c3ccc(Cl)cc3)c(CC(=O)O)s2)cc1, [Na+], [OH-]. Product: O=C(O)Cc1sc(-c2ccc(O)cc2)nc1-c1ccc(Cl)cc1. Reaction SMILES: [C:1](=[O:2])([CH3:3])[O:4][c:5]1[cH:6][cH:7][c:8](-[c:11]2[s:12][c:13]([CH2:23][C:24](=[O:25])[OH:26])[c:14](-[c:16]3[cH:17][cH:18][c:19]([Cl:22])[cH:20][cH:21]3)[n:15]2)[cH:9][cH:10]1.[Na+:28].[OH-:27]>>[OH:4][c:5]1[cH:6][cH:7][c:8](-[c:11]2[s:12][c:13]([CH2:23][C:24](=[O:25])[OH:26])[c:14](-[c:16]3[cH:17][cH:18][c:19]([Cl:22])[cH:20][cH:21]3)[n:15]2)[cH:9][cH:10]1. Reactants: CC(C)(C)OC(=O)Oc1cc(-c2ccc(Br)cc2)nn1-c1ccccn1, C1COCCO1, [Fe+2], [K+], [K+], [K+], OB(O)c1ccccc1, O=P([O-])([O-])[O-], c1ccc(P(c2ccccc2)[c-]2cccc2)cc1, c1ccc(P(c2ccccc2)[c-]2cccc2)cc1. Product: CC(C)(C)OC(=O)Oc1cc(-c2ccc(-c3ccccc3)cc2)nn1-c1ccccn1. As a reaction SMILES: [C:1]([O:2][c:3]1[cH:4][c:5](-[c:14]2[cH:15][cH:16][c:17]([Br:20])[cH:18][cH:19]2)[n:6][n:7]1-[c:8]1[n:9][cH:10][cH:11][cH:12][cH:13]1)([O:21][C:22]([CH3:23])([CH3:24])[CH3:25])=[O:26].[CH2:44]1[O:45][CH2:46][CH2:47][O:48][CH2:49]1.[Fe+2:86].[K+:41].[K+:42].[K+:43].[OH:27][B:28]([OH:29])[c:30]1[cH:31][cH:32][cH:33][cH:34][cH:35]1.[P:36]([O-:37])([O-:38])([O-:39])=[O:40].[cH:50]1[cH:51][cH:52][c:53]([P:54]([c:55]2[cH:56][cH:57][cH:58][cH:59][cH:60]2)[c-:61]2[cH:62][cH:63][cH:64][cH:65]2)[cH:66][cH:67]1.[cH:68]1[cH:69][cH:70][c:71]([P:72]([c:73]2[cH:74][cH:75][cH:76][cH:77][cH:78]2)[c-:79]2[cH:80][cH:81][cH:82][cH:83]2)[cH:84][cH:85]1>>[C:1]([O:2][c:3]1[cH:4][c:5](-[c:14]2[cH:15][cH:16][c:17](-[c:30]3[cH:31][cH:32][cH:33][cH:34][cH:35]3)[cH:18][cH:19]2)[n:6][n:7]1-[c:8]1[n:9][cH:10][cH:11][cH:12][cH:13]1)([O:21][C:22]([CH3:23])([CH3:24])[CH3:25])=[O:26]. Starting materials: Oc1ccc(Br)cc1, BrCC1CCC1, [Na+], CN(C)C=O, [OH-]. Product: Brc1ccc(OCC2CCC2)cc1. Reaction SMILES: [Br:1][c:2]1[cH:3][cH:4][c:5]([OH:8])[cH:6][cH:7]1.[Br:9][CH2:10][CH:11]1[CH2:12][CH2:13][CH2:14]1.[Na+:16].[O:17]=[CH:18][N:19]([CH3:20])[CH3:21].[OH-:15]>>[Br:1][c:2]1[cH:3][cH:4][c:5]([O:8][CH2:10][CH:11]2[CH2:12][CH2:13][CH2:14]2)[cH:6][cH:7]1.